From a dataset of the Open Reaction Database (ORD), a public repository of structured organic reaction records. describe an organic reaction: reactants, conditions, products, and yield The reactants are O=CC1=C(Cl)CCN(Cc2ccccc2)CC1, O=C(Cl)OCc1ccccc1. Yields the product O=CC1=C(Cl)CCN(C(=O)OCc2ccccc2)CC1. RXN SMILES: [CH2:1]([c:2]1[cH:3][cH:4][cH:5][cH:6][cH:7]1)[N:8]1[CH2:9][CH2:10][C:11]([Cl:17])=[C:12]([CH:15]=[O:16])[CH2:13][CH2:14]1.[Cl:18][C:19](=[O:20])[O:21][CH2:22][c:23]1[cH:24][cH:25][cH:26][cH:27][cH:28]1>>[N:8]1([C:19](=[O:20])[O:21][CH2:22][c:23]2[cH:24][cH:25][cH:26][cH:27][cH:28]2)[CH2:9][CH2:10][C:11]([Cl:17])=[C:12]([CH:15]=[O:16])[CH2:13][CH2:14]1. Starting materials: COc1ccc(N2CC(C)NC(C)C2)cc1NS(=O)(=O)c1ccc(Br)cc1Cl, CC(C)(C)[O-], COCCOC, [K+], O, c1ccc(P(c2ccccc2)(c2ccccc2)[Pd](P(c2ccccc2)(c2ccccc2)c2ccccc2)(P(c2ccccc2)(c2ccccc2)c2ccccc2)P(c2ccccc2)(c2ccccc2)c2ccccc2)cc1, OB(O)c1ccco1. Product: COc1ccc(N2CC(C)NC(C)C2)cc1NS(=O)(=O)c1ccc(-c2ccco2)cc1Cl. RXN SMILES: [Br:1][c:2]1[cH:3][c:4]([Cl:28])[c:5]([S:8](=[O:9])(=[O:10])[NH:11][c:12]2[c:13]([O:26][CH3:27])[cH:14][cH:15][c:16]([N:18]3[CH2:19][CH:20]([CH3:25])[NH:21][CH:22]([CH3:24])[CH2:23]3)[cH:17]2)[cH:6][cH:7]1.[CH3:37][C:38]([CH3:39])([O-:40])[CH3:41].[CH3:43][O:44][CH2:45][CH2:46][O:47][CH3:48].[K+:42].[OH2:49].[cH:50]1[cH:51][cH:52][c:53]([P:54]([Pd:55]([P:56]([c:57]2[cH:58][cH:59][cH:60][cH:61][cH:62]2)([c:63]2[cH:64][cH:65][cH:66][cH:67][cH:68]2)[c:69]2[cH:70][cH:71][cH:72][cH:73][cH:74]2)([P:75]([c:76]2[cH:77][cH:78][cH:79][cH:80][cH:81]2)([c:82]2[cH:83][cH:84][cH:85][cH:86][cH:87]2)[c:88]2[cH:89][cH:90][cH:91][cH:92][cH:93]2)[P:94]([c:95]2[cH:96][cH:97][cH:98][cH:99][cH:100]2)([c:101]2[cH:102][cH:103][cH:104][cH:105][cH:106]2)[c:107]2[cH:108][cH:109][cH:110][cH:111][cH:112]2)([c:113]2[cH:114][cH:115][cH:116][cH:117][cH:118]2)[c:119]2[cH:120][cH:121][cH:122][cH:123][cH:124]2)[cH:125][cH:126]1.[o:29]1[c:30]([B:34]([OH:35])[OH:36])[cH:31][cH:32][cH:33]1>>[c:2]1(-[c:30]2[o:29][cH:33][cH:32][cH:31]2)[cH:3][c:4]([Cl:28])[c:5]([S:8](=[O:9])(=[O:10])[NH:11][c:12]2[c:13]([O:26][CH3:27])[cH:14][cH:15][c:16]([N:18]3[CH2:19][CH:20]([CH3:25])[NH:21][CH:22]([CH3:24])[CH2:23]3)[cH:17]2)[cH:6][cH:7]1. The reactants are CC=1C(=NC2=CC=CC=C2C1C(=O)Cl)C1=CC=CC=C1 (3-methyl-2-phenylquinoline-4-carbonylchloride), C1(=CC=CC=C1)C(C(C)O)N (1-phenyl-2-hydroxypropylamine), TEA, C(Cl)Cl (CH2Cl2). Run in CC#N (CH3CN). Product: O[C@@H](C)[C@@H](C1=CC=CC=C1)NC(=O)C1=C(C(=NC2=CC=CC=C12)C1=CC=CC=C1)C ((R,S)-N-[α-(1-Hydroxyethyl)benzyl]-3-methyl-2-phenylquinoline-4-carboxamide). As a reaction SMILES: [CH3:1][C:2]1[C:3]([C:15]2[CH:20]=[CH:19][CH:18]=[CH:17][CH:16]=2)=[N:4][C:5]2[C:10]([C:11]=1[C:12](Cl)=[O:13])=[CH:9][CH:8]=[CH:7][CH:6]=2.[C:21]1([CH:27]([NH2:31])[CH:28]([OH:30])[CH3:29])[CH:26]=[CH:25][CH:24]=[CH:23][CH:22]=1.C(Cl)Cl>CC#N>[OH:30][C@H:28]([C@H:27]([NH:31][C:12]([C:11]1[C:10]2[C:5](=[CH:6][CH:7]=[CH:8][CH:9]=2)[N:4]=[C:3]([C:15]2[CH:20]=[CH:19][CH:18]=[CH:17][CH:16]=2)[C:2]=1[CH3:1])=[O:13])[C:21]1[CH:26]=[CH:25][CH:24]=[CH:23][CH:22]=1)[CH3:29]. Procedure: Prepared as described in Ex. 1, starting from 11.08 g (39.33 mmol) of crude 3-methyl-2-phenylquinoline-4-carbonylchloride, 4.87 g (32.20 mmol) of 1-phenyl-2-hydroxypropylamine and 10.33 ml (74.14 mmol) of TEA in 150 ml of a 1:1 mixture of dry CH2Cl2 and CH3CN. Starting materials: O=C(CBr)OCc1ccccc1, O=C([O-])[O-], CCOC(=O)N1CCN(C(=O)C(CCC(=O)OC(C)(C)C)NC(=O)c2cc(O)n(-c3cccc(F)c3)n2)CC1, CCOC(C)=O, [Cs+], [Cs+], CN(C)C=O. Product: CCOC(=O)N1CCN(C(=O)C(CCC(=O)OC(C)(C)C)NC(=O)c2cc(OCC(=O)OCc3ccccc3)n(-c3cccc(F)c3)n2)CC1. Reaction SMILES: [Br:40][CH2:41][C:42](=[O:43])[O:44][CH2:45][c:46]1[cH:47][cH:48][cH:49][cH:50][cH:51]1.[C:52](=[O:53])([O-:54])[O-:55].[CH2:1]([CH3:2])[O:3][C:4](=[O:5])[N:6]1[CH2:7][CH2:8][N:9]([C:12]([CH:13]([CH2:14][CH2:15][C:16](=[O:17])[O:18][C:19]([CH3:20])([CH3:21])[CH3:22])[NH:23][C:24](=[O:25])[c:26]2[n:27][n:28](-[c:32]3[cH:33][c:34]([F:38])[cH:35][cH:36][cH:37]3)[c:29]([OH:31])[cH:30]2)=[O:39])[CH2:10][CH2:11]1.[CH3:63][CH2:64][O:65][C:66](=[O:67])[CH3:68].[Cs+:56].[Cs+:57].[O:58]=[CH:59][N:60]([CH3:61])[CH3:62]>>[CH2:1]([CH3:2])[O:3][C:4](=[O:5])[N:6]1[CH2:7][CH2:8][N:9]([C:12]([CH:13]([CH2:14][CH2:15][C:16](=[O:17])[O:18][C:19]([CH3:20])([CH3:21])[CH3:22])[NH:23][C:24](=[O:25])[c:26]2[n:27][n:28](-[c:32]3[cH:33][c:34]([F:38])[cH:35][cH:36][cH:37]3)[c:29]([O:31][CH2:41][C:42](=[O:43])[O:44][CH2:45][c:46]3[cH:47][cH:48][cH:49][cH:50][cH:51]3)[cH:30]2)=[O:39])[CH2:10][CH2:11]1. Reactants: CC(=O)O, CS(=O)(=O)c1cc2nccc(Oc3ccc([N+](=O)[O-])cc3F)c2s1, [Fe]. Product: CS(=O)(=O)c1cc2nccc(Oc3ccc(N)cc3F)c2s1. As a reaction SMILES: [CH3:25][C:26](=[O:27])[OH:28].[F:1][c:2]1[c:3]([O:4][c:5]2[c:6]3[c:7]([n:8][cH:9][cH:10]2)[cH:11][c:12]([S:14](=[O:15])(=[O:16])[CH3:17])[s:13]3)[cH:18][cH:19][c:20]([N+:22]([O-:23])=[O:24])[cH:21]1.[Fe:29]>>[F:1][c:2]1[c:3]([O:4][c:5]2[c:6]3[c:7]([n:8][cH:9][cH:10]2)[cH:11][c:12]([S:14](=[O:15])(=[O:16])[CH3:17])[s:13]3)[cH:18][cH:19][c:20]([NH2:22])[cH:21]1.